This data is from the Open Reaction Database (ORD), a public repository of structured organic reaction records. The task is: describe an organic reaction: reactants, conditions, products, and yield Reactants: C(C)OC(=O)[C@H]1O[C@@H]1C(N[C@H](C(=O)NC1=C(C=CC=C1F)F)CC(C)C)=O ((2S,3S)ethyl-3-((S)-1-(2,6-difluorophenylamino)-4-methyl-1-oxopentan-2-ylcarbamoyl)oxirane-2-carboxylate), [Li+].[OH-] (LiOH). Yields the product FC1=C(C(=CC=C1)F)NC([C@H](CC(C)C)NC(=O)[C@@H]1[C@H](O1)C(=O)O)=O ((2S,3S)-3-((S)-1-(2,6-difluorophenylamino)-4-methyl-1-oxopentan-2-ylcarbamoyl)oxirane-2-carboxylic acid). Yield: 7.8%. Reaction SMILES: C([O:3][C:4]([C@@H:6]1[C@@H:8]([C:9](=[O:27])[NH:10][C@@H:11]([CH2:23][CH:24]([CH3:26])[CH3:25])[C:12]([NH:14][C:15]2[C:20]([F:21])=[CH:19][CH:18]=[CH:17][C:16]=2[F:22])=[O:13])[O:7]1)=[O:5])C.[Li+].[OH-]>>[F:22][C:16]1[CH:17]=[CH:18][CH:19]=[C:20]([F:21])[C:15]=1[NH:14][C:12](=[O:13])[C@@H:11]([NH:10][C:9]([C@H:8]1[O:7][C@@H:6]1[C:4]([OH:5])=[O:3])=[O:27])[CH2:23][CH:24]([CH3:26])[CH3:25] |f:1.2|. Procedure: Followed general procedure using: the corresponding peptidomimetic epoxide ethyl ester 17b (28 mg, 0.72 mmol); LiOH (1.7 mg, 0.072 mmol); after extraction afforded the desired product as a white solid (20 mg, 77.0%). 1H NMR (MeOD-d4, 400 MHz): δ 7.91 (s, 1H); 7.36-7.31 (m, 1H); 7.07-7.02 (t, 2H); 4.72 (m, 1H); 3.65 (s, 1H); 3.52 (s, 1H); 1.74-1.68 (m, 3H); 1.01-0.99 (d, 6H). 13C NMR (DMSO-d6, 100 MHz): 171.26, 169.20, 165.81, 159.49 (d, J=5.2 Hz), 157.00 (d, J=5.2 Hz), 128.98 (t, J=19.7 Hz); 115... Starting materials: O=C([O-])[O-], CN(C)C=O, CCOC(C)=O, FC(F)(F)c1cccc(CCl)c1, [K+], [K+], Sc1nnc(-c2ccc3ncsc3c2)o1. Yields the product FC(F)(F)c1cccc(CSc2nnc(-c3ccc4ncsc4c3)o2)c1. RXN SMILES: [C:28](=[O:29])([O-:30])[O-:31].[CH3:34][N:35]([CH3:36])[CH:37]=[O:38].[CH3:39][CH2:40][O:41][C:42](=[O:43])[CH3:44].[F:16][C:17]([c:18]1[cH:19][c:20]([CH2:21][Cl:22])[cH:23][cH:24][cH:25]1)([F:26])[F:27].[K+:32].[K+:33].[s:1]1[cH:2][n:3][c:4]2[c:5]1[cH:6][c:7](-[c:10]1[n:11][n:12][c:13]([SH:15])[o:14]1)[cH:8][cH:9]2>>[s:1]1[cH:2][n:3][c:4]2[c:5]1[cH:6][c:7](-[c:10]1[n:11][n:12][c:13]([S:15][CH2:21][c:20]3[cH:19][c:18]([C:17]([F:16])([F:26])[F:27])[cH:25][cH:24][cH:23]3)[o:14]1)[cH:8][cH:9]2. Starting materials: N(=NC(=O)OCC)C(=O)OCC (diethyl azodicarboxylate), C(=O)(OCC)N1NC(C2=CC=CC=C12)=O (1,2-dihydro-1-carboethoxy-3H-indazol-3-one), C1(=CC=CC=C1)P(C1=CC=CC=C1)C1=CC=CC=C1 (triphenylphosphine), N1=CC(=CC=C1)/C=C/CO (trans-3-(3-pyridyl)-allyl alcohol), N1=CC(=CC=C1)/C=C/C(=O)OC (methyl trans-3-(3-pyridyl)-acrylate), [H-].C(C(C)C)[Al+]CC(C)C (di-isobutylaluminium hydride). Run in C(Cl)(Cl)Cl (chloroform), C1(=CC=CC=C1)C (toluene), C(Cl)(Cl)Cl (chloroform). Reaction conditions: time 16 hour. The product is C(=O)(OCC)N1N(C(C2=CC=CC=C12)=O)C\C=C\C=1C=NC=CC1 (1,2-dihydro-1-carboethoxy-2-[trans-3-(3-pyridyl)allyl]-3H-indazol-3-one). Yield: 37.0%. As a reaction SMILES: N(C(OCC)=O)=NC(OCC)=O.[C:13]([N:18]1[C:26]2[C:21](=[CH:22][CH:23]=[CH:24][CH:25]=2)[C:20](=[O:27])[NH:19]1)([O:15][CH2:16][CH3:17])=[O:14].C1(P(C2C=CC=CC=2)C2C=CC=CC=2)C=CC=CC=1.[N:47]1[CH:52]=[CH:51][CH:50]=[C:49](/[CH:53]=[CH:54]/[CH2:55]O)[CH:48]=1.N1C=CC=C(/C=C/C(OC)=O)C=1.[H-].C([Al+]CC(C)C)C(C)C>C(Cl)(Cl)Cl.C1(C)C=CC=CC=1>[C:13]([N:18]1[C:26]2[C:21](=[CH:22][CH:23]=[CH:24][CH:25]=2)[C:20](=[O:27])[N:19]1[CH2:55]/[CH:54]=[CH:53]/[C:49]1[CH:48]=[N:47][CH:52]=[CH:51][CH:50]=1)([O:15][CH2:16][CH3:17])=[O:14] |f:5.6|. Reported procedure: A solution of diethyl azodicarboxylate (1.6 g) in chloroform (5 ml) was added dropwise to a mixture of 1,2-dihydro-1-carboethoxy-3H-indazol-3-one (1.5 g), triphenylphosphine (2 g) and trans-3-(3-pyridyl)-allyl alcohol [0.95 g; itself prepared from methyl trans-3-(3-pyridyl)-acrylate (J. Het. Chem., 1985, 22, 65) as an oil of satisfactory purity on reduction at 0° C. with a solution of di-isobutylaluminium hydride in toluene] in chloroform (20 ml). The mixture was stirred at ambient temperature f... Starting materials: BrC=1C=C(C=CC1OC)C(CN1C(N(C2=C(C1=O)C=C(S2)CC)CC2=CC=C(C=C2)C=2C(=CC=CC2)C#N)=O)=O (4′-{[3-[2-(3-bromo-4-methoxyphenyl)-2-oxoethyl]-6-ethyl-2,4-dioxo-3,4-dihydrothieno[2,3-d]pyrimidin-1(2H)-yl]methyl}biphenyl-2-carbonitrile), CB(O)O (methylboronic acid), C([O-])([O-])=O.[K+].[K+] (potassium carbonate), O1CCCC1 (tetrahydrofuran). The reagents and catalysts are C1=CC=C(C=C1)P([C-]2C=CC=C2)C3=CC=CC=C3.C1=CC=C(C=C1)P([C-]2C=CC=C2)C3=CC=CC=C3.Cl[Pd]Cl.[Fe+2] ([1,1′-bis(diphenylphosphino)ferrocene]dichloropalladium). The solvent is C(C)(=O)OCC (ethyl acetate), O (water). Conditions: temperature 50 celsius, time 2 day. Product: C(C)C1=CC2=C(N(C(N(C2=O)CC(=O)C2=CC(=C(C=C2)OC)C)=O)CC2=CC=C(C=C2)C=2C(=CC=CC2)C#N)S1 (4′-{[6-ethyl-3-[2-(4-methoxy-3-methylphenyl)-2-oxoethyl]-2,4-dioxo-3,4-dihydrothieno[2,3-d]pyrimidin-1(2H)-yl]methyl}biphenyl-2-carbonitrile). The yield is 80.8%. As a reaction SMILES: Br[C:2]1[CH:3]=[C:4]([C:10](=[O:40])[CH2:11][N:12]2[C:17](=[O:18])[C:16]3[CH:19]=[C:20]([CH2:22][CH3:23])[S:21][C:15]=3[N:14]([CH2:24][C:25]3[CH:30]=[CH:29][C:28]([C:31]4[C:32]([C:37]#[N:38])=[CH:33][CH:34]=[CH:35][CH:36]=4)=[CH:27][CH:26]=3)[C:13]2=[O:39])[CH:5]=[CH:6][C:7]=1[O:8][CH3:9].[CH3:41]B(O)O.C(=O)([O-])[O-].[K+].[K+].O1CCCC1>C(OCC)(=O)C.C1C=CC(P(C2C=CC=CC=2)[C-]2C=CC=C2)=CC=1.C1C=CC(P(C2C=CC=CC=2)[C-]2C=CC=C2)=CC=1.Cl[Pd]Cl.[Fe+2].O>[CH2:22]([C:20]1[S:21][C:15]2[N:14]([CH2:24][C:25]3[CH:26]=[CH:27][C:28]([C:31]4[C:32]([C:37]#[N:38])=[CH:33][CH:34]=[CH:35][CH:36]=4)=[CH:29][CH:30]=3)[C:13](=[O:39])[N:12]([CH2:11][C:10]([C:4]3[CH:5]=[CH:6][C:7]([O:8][CH3:9])=[C:2]([CH3:41])[CH:3]=3)=[O:40])[C:17](=[O:18])[C:16]=2[CH:19]=1)[CH3:23] |f:2.3.4,7.8.9.10|. Reported procedure: A mixture of 4′-{[3-[2-(3-bromo-4-methoxyphenyl)-2-oxoethyl]-6-ethyl-2,4-dioxo-3,4-dihydrothieno[2,3-d]pyrimidin-1(2H)-yl]methyl}biphenyl-2-carbonitrile (1.3 g), methylboronic acid (0.25 g), [1,1′-bis(diphenylphosphino)ferrocene]dichloropalladium (0.086 g), potassium carbonate (0.88 g), tetrahydrofuran (50 mL) and water (5 mL) was stirred under argon atmosphere at 50° C. for 2 days. The reaction mixture was diluted with ethyl acetate, and insoluble material was filtered off through celite. The f... Reactants: COC=1C=C(C=CC1OC)[C@@H](CCCN(S(=O)(=O)C=1SC=CC1)C)N1C(C2=CC=CC(=C2C1)N1CCNCC1)=O (thiophene-2-sulfonic acid [(4R)-4-(3,4-dimethoxy-phenyl)-4-(1-oxo-4-piperazin-1-yl-1,3-dihydro-isoindol-2-yl)-butyl]-methyl-amide), C(#N)[BH3-].[Na+] (Sodium cyanoborohydride), C(C)(=O)O (acetic acid), C(C)OC1(CC1)O[Si](C)(C)C ([(1-ethoxycyclopropyl)oxy]trimethylsilane). Solvent: CO (methanol). Yields the product C1(CC1)N1CCN(CC1)C1=C2CN(C(C2=CC=C1)=O)[C@H](CCCN(S(=O)(=O)C=1SC=CC1)C)C1=CC(=C(C=C1)OC)OC (thiophene-2-sulfonic acid [(4R)-4-[4-(4-cyclopropyl-piperazin-1-yl)-1-oxo-1,3-dihydro-isoindol-2-yl]-4-(3,4-dimethoxy-phenyl)-butyl]-methyl-amide). Isolated yield 22.6%. Reaction SMILES: [CH3:1][O:2][C:3]1[CH:4]=[C:5]([C@H:11]([N:25]2[CH2:33][C:32]3[C:27](=[CH:28][CH:29]=[CH:30][C:31]=3[N:34]3[CH2:39][CH2:38][NH:37][CH2:36][CH2:35]3)[C:26]2=[O:40])[CH2:12][CH2:13][CH2:14][N:15]([CH3:24])[S:16]([C:19]2[S:20][CH:21]=[CH:22][CH:23]=2)(=[O:18])=[O:17])[CH:6]=[CH:7][C:8]=1[O:9][CH3:10].C(O)(=O)C.C(O[C:48]1(O[Si](C)(C)C)[CH2:50][CH2:49]1)C.C([BH3-])#N.[Na+]>CO>[CH:48]1([N:37]2[CH2:36][CH2:35][N:34]([C:31]3[CH:30]=[CH:29][CH:28]=[C:27]4[C:32]=3[CH2:33][N:25]([C@@H:11]([C:5]3[CH:6]=[CH:7][C:8]([O:9][CH3:10])=[C:3]([O:2][CH3:1])[CH:4]=3)[CH2:12][CH2:13][CH2:14][N:15]([CH3:24])[S:16]([C:19]3[S:20][CH:21]=[CH:22][CH:23]=3)(=[O:18])=[O:17])[C:26]4=[O:40])[CH2:39][CH2:38]2)[CH2:50][CH2:49]1 |f:3.4|. Procedure: According to the method of M. L. Gillaspy, B. A. Lefke, W. A. Hada, D. J. Hoover, Tetrahedron Letters 1995, 7399-7402, Cpd 30 (50 mg, 0.085 mmol), acetic acid (0.050 mL, 0.87 mmol), 3 Å molecular sieves (230 mg), [(1-ethoxycyclopropyl)oxy]trimethylsilane (0.102 mL, 0.51 mmol) were combined in methanol (4 mL) at rt. Sodium cyanoborohydride (24 mg, 0.38 mmol) was added and the reaction mixture was heated at reflux overnight, cooled to RT, filtered, and concentrated. The residue was dissolved in Et... Starting materials: CNC(C)C1=NC2=CC=CC=C2C(N1C1=CC=CC=C1)=O (2-(1-methylaminoethyl)-3-phenyl-3H-quinazolin-4-one), C1(=CC=CC=C1)S(=O)(=O)Cl (benzenesulfonyl chloride). Yields the product CN(S(=O)(=O)C1=CC=CC=C1)C(C)C1=NC2=CC=CC=C2C(N1C1=CC=CC=C1)=O (N-methyl-N-[1-(4-oxo-3-phenyl-3,4-dihydroquinazolin-2-yl)ethyl]benzenesulfonamide). RXN SMILES: [CH3:1][NH:2][CH:3]([C:5]1[N:14]([C:15]2[CH:20]=[CH:19][CH:18]=[CH:17][CH:16]=2)[C:13](=[O:21])[C:12]2[C:7](=[CH:8][CH:9]=[CH:10][CH:11]=2)[N:6]=1)[CH3:4].[C:22]1([S:28](Cl)(=[O:30])=[O:29])[CH:27]=[CH:26][CH:25]=[CH:24][CH:23]=1>>[CH3:1][N:2]([CH:3]([C:5]1[N:14]([C:15]2[CH:16]=[CH:17][CH:18]=[CH:19][CH:20]=2)[C:13](=[O:21])[C:12]2[C:7](=[CH:8][CH:9]=[CH:10][CH:11]=2)[N:6]=1)[CH3:4])[S:28]([C:22]1[CH:27]=[CH:26][CH:25]=[CH:24][CH:23]=1)(=[O:30])=[O:29]. Procedure: In a similar manner as described above in Example 7, 2-(1-methylaminoethyl)-3-phenyl-3H-quinazolin-4-one, prepared as described above in Paragraph A, was condensed with benzenesulfonyl chloride to yield N-methyl-N-[1-(4-oxo-3-phenyl-3,4-dihydroquinazolin-2-yl)ethyl]benzenesulfonamide; MS (ESI) 420 (MH+).